Task: describe an organic reaction: reactants, conditions, products, and yield. Dataset: the Open Reaction Database (ORD), a public repository of structured organic reaction records The reactants are O=C(Cl)CCCCl, C#CC(C)N. Product: C#CC(C)NC(=O)CCCCl. RXN SMILES: [Cl:6][CH2:7][CH2:8][CH2:9][C:10](=[O:11])[Cl:12].[NH2:1][CH:2]([C:3]#[CH:4])[CH3:5]>>[NH:1]([CH:2]([C:3]#[CH:4])[CH3:5])[C:10]([CH2:9][CH2:8][CH2:7][Cl:6])=[O:11]. The reactants are CO, Clc1cccc2cnccc12, ClCCl, O=C(OO)c1cccc(Cl)c1. Yields the product [O-][n+]1ccc2c(Cl)cccc2c1. Reaction SMILES: [CH3:26][OH:27].[Cl:12][c:13]1[c:14]2[cH:15][cH:16][n:17][cH:18][c:19]2[cH:20][cH:21][cH:22]1.[Cl:23][CH2:24][Cl:25].[OH:1][O:2][C:3]([c:4]1[cH:5][c:6]([Cl:7])[cH:8][cH:9][cH:10]1)=[O:11]>>[O-:1][n+:17]1[cH:16][cH:15][c:14]2[c:13]([Cl:12])[cH:22][cH:21][cH:20][c:19]2[cH:18]1. The reactants are CC(C)N=C=O, [I-], [Na+], C1CCOC1, O=S(=O)(c1ccccc1)N1CC1c1cccc(Br)c1. Product: CC(C)N1C(=O)N(S(=O)(=O)c2ccccc2)CC1c1cccc(Br)c1. As a reaction SMILES: [CH:22]([CH3:23])([CH3:24])[N:25]=[C:26]=[O:27].[I-:21].[Na+:20].[O:28]1[CH2:29][CH2:30][CH2:31][CH2:32]1.[c:1]1([S:7](=[O:8])(=[O:9])[N:10]2[CH:11]([c:13]3[cH:14][c:15]([Br:19])[cH:16][cH:17][cH:18]3)[CH2:12]2)[cH:2][cH:3][cH:4][cH:5][cH:6]1>>[c:1]1([S:7](=[O:8])(=[O:9])[N:10]2[CH2:12][CH:11]([c:13]3[cH:14][c:15]([Br:19])[cH:16][cH:17][cH:18]3)[N:25]([CH:22]([CH3:23])[CH3:24])[C:26]2=[O:27])[cH:2][cH:3][cH:4][cH:5][cH:6]1.